Task: describe an organic reaction: reactants, conditions, products, and yield. Dataset: the Open Reaction Database (ORD), a public repository of structured organic reaction records Starting materials: CS(=O)(=O)c1cccc(CN)c1, CN(C)c1ccncc1, CCOC(C)=O, O=C(Cl)c1cc(C(F)(F)F)nn1-c1ccccc1Cl, ClC(Cl)Cl. The product is CS(=O)(=O)c1cccc(CNC(=O)c2cc(C(F)(F)F)nn2-c2ccccc2Cl)c1. Reaction SMILES: [CH3:24][S:25](=[O:26])(=[O:27])[c:28]1[cH:29][c:30]([CH2:31][NH2:32])[cH:33][cH:34][cH:35]1.[CH3:36][N:37]([c:38]1[cH:39][cH:40][n:41][cH:42][cH:43]1)[CH3:44].[CH3:45][CH2:46][O:47][C:48]([CH3:49])=[O:50].[Cl:1][c:2]1[c:3](-[n:8]2[n:9][c:10]([C:16]([F:17])([F:18])[F:19])[cH:11][c:12]2[C:13](=[O:14])[Cl:15])[cH:4][cH:5][cH:6][cH:7]1.[Cl:20][CH:21]([Cl:22])[Cl:23]>>[Cl:1][c:2]1[c:3](-[n:8]2[n:9][c:10]([C:16]([F:17])([F:18])[F:19])[cH:11][c:12]2[C:13](=[O:14])[NH:32][CH2:31][c:30]2[cH:29][c:28]([S:25]([CH3:24])(=[O:26])=[O:27])[cH:35][cH:34][cH:33]2)[cH:4][cH:5][cH:6][cH:7]1. The reactants are O=C(Cl)c1ccccc1, OCCCc1nc(-c2ccc(Cl)cc2)co1, O, c1ccncc1. Yields the product O=C(OCCCc1nc(-c2ccc(Cl)cc2)co1)c1ccccc1. Reaction SMILES: [C:17]([c:18]1[cH:19][cH:20][cH:21][cH:22][cH:23]1)(=[O:24])[Cl:25].[Cl:1][c:2]1[cH:3][cH:4][c:5](-[c:8]2[n:9][c:10]([CH2:13][CH2:14][CH2:15][OH:16])[o:11][cH:12]2)[cH:6][cH:7]1.[OH2:26].[cH:27]1[cH:28][cH:29][n:30][cH:31][cH:32]1>>[Cl:1][c:2]1[cH:3][cH:4][c:5](-[c:8]2[n:9][c:10]([CH2:13][CH2:14][CH2:15][O:16][C:17]([c:18]3[cH:19][cH:20][cH:21][cH:22][cH:23]3)=[O:24])[o:11][cH:12]2)[cH:6][cH:7]1. The reactants are C1(=CC=CC=C1)CCCCCCCCCCCC(=O)O (12-phenyldodecanoic acid), Cl.Cl.C(C1=CC=CC=C1)OC(C[C@H](CN(C)C)N)=O ((R)-3-amino-4-dimethylamino-butyric acid benzyl ester dihydrochloride). The product is C(C1=CC=CC=C1)OC(C[C@H](CN(C)C)NC(CCCCCCCCCCCC1=CC=CC=C1)=O)=O ((R)-4-dimethylamino-3-(12-phenyl-dodecanoylamino)-butyric acid benzyl ester). RXN SMILES: [C:1]1([CH2:7][CH2:8][CH2:9][CH2:10][CH2:11][CH2:12][CH2:13][CH2:14][CH2:15][CH2:16][CH2:17][C:18]([OH:20])=O)[CH:6]=[CH:5][CH:4]=[CH:3][CH:2]=1.Cl.Cl.[CH2:23]([O:30][C:31](=[O:39])[CH2:32][C@@H:33]([NH2:38])[CH2:34][N:35]([CH3:37])[CH3:36])[C:24]1[CH:29]=[CH:28][CH:27]=[CH:26][CH:25]=1>>[CH2:23]([O:30][C:31](=[O:39])[CH2:32][C@@H:33]([NH:38][C:18](=[O:20])[CH2:17][CH2:16][CH2:15][CH2:14][CH2:13][CH2:12][CH2:11][CH2:10][CH2:9][CH2:8][CH2:7][C:1]1[CH:2]=[CH:3][CH:4]=[CH:5][CH:6]=1)[CH2:34][N:35]([CH3:36])[CH3:37])[C:24]1[CH:29]=[CH:28][CH:27]=[CH:26][CH:25]=1 |f:1.2.3|. Procedure details: The title compound, m/e=403.6 ([M−H]−), was produced in analogy with intermediate 1, steps 3 and 4. Thus, commercially available 12-phenyldodecanoic acid was coupled in step 3 with (R)-3-amino-4-dimethylamino-butyric acid benzyl ester dihydrochloride to produce (R)-4-dimethylamino-3-(12-phenyl-dodecanoylamino)-butyric acid benzyl ester, which was hydrogenated in step 4.